Dataset: the Open Reaction Database (ORD), a public repository of structured organic reaction records. Task: describe an organic reaction: reactants, conditions, products, and yield Starting materials: COc1cc(C=O)ccc1OCc1ccccc1, CC(=O)[O-], CC(=O)O, Cl, NO, [Na+], [Na+], [OH-]. Yields the product COc1cc(C#N)ccc1OCc1ccccc1. Reaction SMILES: [CH2:1]([c:2]1[cH:3][cH:4][cH:5][cH:6][cH:7]1)[O:8][c:9]1[c:10]([O:17][CH3:18])[cH:11][c:12]([CH:13]=[O:14])[cH:15][cH:16]1.[CH3:20][C:21](=[O:22])[O-:23].[CH3:29][C:30](=[O:31])[OH:32].[ClH:24].[NH2:25][OH:26].[Na+:19].[Na+:28].[OH-:27]>>[CH2:1]([c:2]1[cH:3][cH:4][cH:5][cH:6][cH:7]1)[O:8][c:9]1[c:10]([O:17][CH3:18])[cH:11][c:12]([C:13]#[N:25])[cH:15][cH:16]1. Starting materials: ClC1=C(C=C(COC2=CC=3C4=C(NC3C=C2)C(CC4)CC(=O)OCC)C=C1)C(F)(F)F (ethyl 2-(7-(4-chloro-3-(trifluoromethyl)benzyloxy)-1,2,3,4-tetrahydrocyclopenta[b]indol-3-yl)acetate), N1CCCC1 (pyrrolidine), C1(=C(C=CC=C1)P(C(C)(C)C)C(C)(C)C)C1=CC=CC=C1 (biphenyl-2-yl-di-tert-butylphosphine), CC(C)(C)[O-].[Na+] (sodium 2-methylpropan-2-olate). Reagents/catalysts: C(C)(=O)O[Pd]OC(C)=O (diacetoxypalladium). The solvent is O1CCOCC1 (dioxane). Run at temperature 120 celsius. Yields the product N1(CCCC1)C1=C(C=C(COC2=CC=3C4=C(NC3C=C2)C(CC4)CC(=O)OCC)C=C1)C(F)(F)F (Ethyl 2-(7-(4-(Pyrrolidin-1-yl)-3-(trifluoromethyl)benzyloxy)-1,2,3,4-tetrahydrocyclopenta[b]indol-3-yl)acetate). Isolated yield 32.4%. Reaction SMILES: Cl[C:2]1[CH:27]=[CH:26][C:5]([CH2:6][O:7][C:8]2[CH:16]=[CH:15][C:14]3[NH:13][C:12]4[CH:17]([CH2:20][C:21]([O:23][CH2:24][CH3:25])=[O:22])[CH2:18][CH2:19][C:11]=4[C:10]=3[CH:9]=2)=[CH:4][C:3]=1[C:28]([F:31])([F:30])[F:29].[NH:32]1[CH2:36][CH2:35][CH2:34][CH2:33]1.C1(C2C=CC=CC=2)C=CC=CC=1P(C(C)(C)C)C(C)(C)C.CC([O-])(C)C.[Na+]>O1CCOCC1.C(O[Pd]OC(=O)C)(=O)C>[N:32]1([C:2]2[CH:27]=[CH:26][C:5]([CH2:6][O:7][C:8]3[CH:16]=[CH:15][C:14]4[NH:13][C:12]5[CH:17]([CH2:20][C:21]([O:23][CH2:24][CH3:25])=[O:22])[CH2:18][CH2:19][C:11]=5[C:10]=4[CH:9]=3)=[CH:4][C:3]=2[C:28]([F:31])([F:30])[F:29])[CH2:36][CH2:35][CH2:34][CH2:33]1 |f:3.4|. Procedure details: A mixture of ethyl 2-(7-(4-chloro-3-(trifluoromethyl)benzyloxy)-1,2,3,4-tetrahydrocyclopenta[b]indol-3-yl)acetate (50.9 mg, 0.113 mmol), pyrrolidine (0.047 mL, 0.563 mmol), diacetoxypalladium (1.264 mg, 5.63 μmol), biphenyl-2-yl-di-tert-butylphosphine (3.36 mg, 11.0 μmol) and sodium 2-methylpropan-2-olate (27.1 mg, 0.282 mmol) in dioxane (3 mL) was heated under microwave irradiation at 120° C. for 2 h. The mixture was purified by HPLC. Fractions containing product were basified with 1 M NaHCO3 a... Starting materials: S(=O)(Cl)Cl (thionyl chloride), BrC=1C=C(CO)C=CC1F (3-bromo-4-fluoro-benzyl alcohol), S(=O)(Cl)Cl (thionyl chloride). Run in C(Cl)(Cl)(Cl)Cl (carbon tetrachloride). The product is BrC=1C=C(CCl)C=CC1F (3-bromo-4-fluoro-benzyl chloride). The yield is 64.9%. As a reaction SMILES: [Br:1][C:2]1[CH:3]=[C:4]([CH:7]=[CH:8][C:9]=1[F:10])[CH2:5]O.S(Cl)([Cl:13])=O>C(Cl)(Cl)(Cl)Cl>[Br:1][C:2]1[CH:3]=[C:4]([CH:7]=[CH:8][C:9]=1[F:10])[CH2:5][Cl:13]. Procedure details: 41 g (0.2 mol) of 3-bromo-4-fluoro-benzyl alcohol were dissolved in 250 ml of carbon tetrachloride, and 26 g of thionyl chloride were added dropwise at 20° C., while stirring. The mixture was then stirred at 25°-30° C. for 4 hours and the solvent and excess thionyl chloride were subsequently stripped off at 20° C. under a waterpump vacuum. The residue was distilled in vacuo. 29 g (64.9% of theory) of 3-bromo-4-fluoro-benzyl chloride with a boiling point of 85°-87° C./3 mbars were obtained. Reactants: CCBr, O=C([O-])[O-], CS(=O)(=O)c1ccc(-c2cc(=O)[nH]c(C(F)(F)F)c2-c2ccc(F)cc2)cc1, [K+], [K+], CN(C)C=O. Yields the product CCOc1cc(-c2ccc(S(C)(=O)=O)cc2)c(-c2ccc(F)cc2)c(C(F)(F)F)n1. RXN SMILES: [Br:29][CH2:30][CH3:31].[C:32](=[O:33])([O-:34])[O-:35].[F:1][c:2]1[cH:3][cH:4][c:5](-[c:8]2[c:9](-[c:19]3[cH:20][cH:21][c:22]([S:25](=[O:26])(=[O:27])[CH3:28])[cH:23][cH:24]3)[cH:10][c:11](=[O:18])[nH:12][c:13]2[C:14]([F:15])([F:16])[F:17])[cH:6][cH:7]1.[K+:36].[K+:37].[O:38]=[CH:39][N:40]([CH3:41])[CH3:42]>>[F:1][c:2]1[cH:3][cH:4][c:5](-[c:8]2[c:9](-[c:19]3[cH:20][cH:21][c:22]([S:25](=[O:26])(=[O:27])[CH3:28])[cH:23][cH:24]3)[cH:10][c:11]([O:18][CH2:30][CH3:31])[n:12][c:13]2[C:14]([F:15])([F:16])[F:17])[cH:6][cH:7]1. Starting materials: C(#N)[BH3-].[Na+] (Sodium cyanoborohydride), BrC=1C=C(C(N(C1)C)=O)NC1=NN2C(CNCC2)=C1 (5-Bromo-1-methyl-3-(4,5,6,7-tetrahydropyrazolo[1,5-a]pyrazin-2-ylamino)pyridin-2(1H)-one), O1CC(C1)=O (oxetan-3-one), C(Cl)Cl.C(C)OCC.CO (methylene chloride diethyl ether methanol). Reagents/catalysts: [Cl-].[Zn+2].[Cl-] (zinc chloride). Solvent: CO (methanol), CO (methanol). Run at temperature 48 celsius. Product: BrC=1C=C(C(N(C1)C)=O)NC1=NN2C(CN(CC2)C2COC2)=C1 (5-bromo-1-methyl-3-(5-(oxetan-3-yl)-4,5,6,7-tetrahydropyrazolo[1,5-a]pyrazin-2-ylamino)pyridin-2(1H)-one). Isolated yield 33.7%. Reaction SMILES: [Br:1][C:2]1[CH:3]=[C:4]([NH:10][C:11]2[CH:19]=[C:14]3[CH2:15][NH:16][CH2:17][CH2:18][N:13]3[N:12]=2)[C:5](=[O:9])[N:6]([CH3:8])[CH:7]=1.[O:20]1[CH2:23][C:22](=O)[CH2:21]1.C([BH3-])#N.[Na+].C(Cl)Cl.C(OCC)C.CO>CO.[Cl-].[Zn+2].[Cl-]>[Br:1][C:2]1[CH:3]=[C:4]([NH:10][C:11]2[CH:19]=[C:14]3[CH2:15][N:16]([CH:22]4[CH2:23][O:20][CH2:21]4)[CH2:17][CH2:18][N:13]3[N:12]=2)[C:5](=[O:9])[N:6]([CH3:8])[CH:7]=1 |f:2.3,4.5.6,8.9.10|. Reported procedure: Following Example 214b, 5-bromo-1-methyl-3-(4,5,6,7-tetrahydropyrazolo[1,5-a]pyrazin-2-ylamino)pyridin-2(1H)-one 126a (250 mg, 0.78 mmol), oxetan-3-one (600 mg, 8.3 mmol) were dissolved in methanol (8 mL). Sodium cyanoborohydride (148 mg, 3 mmol) and zinc chloride (165 mg, 1.5 mmol) in methanol (8 mL) was added, and the reaction was heated at 48° C. for 12 hours. Work-up and flash column chromatography (silica, 60:35:5 methylene chloride/diethyl ether/methanol) afford a 34% yield (100 mg) of 252... As a reaction SMILES: [CH2:38]1[O:39][CH2:40][CH2:41][CH2:42]1.[CH3:1][CH:2]([CH2:3][C:4]([CH3:5])([CH3:6])[CH3:7])[O:8][c:9]1[cH:10][cH:11][cH:12][c:13]2[cH:14][cH:15][c:16]([NH:19][CH2:20][CH2:21][CH2:22][OH:23])[n:17][c:18]12.[N:24]#[N:25].[NH2:26][c:27]1[n:28][c:29]2[c:30]([OH:37])[cH:31][cH:32][cH:33][c:34]2[cH:35][cH:36]1>>[CH3:1][CH:2]([CH2:3][C:4]([CH3:5])([CH3:6])[CH3:7])[O:8][c:9]1[cH:10][cH:11][cH:12][c:13]2[cH:14][cH:15][c:16]([NH:19][CH2:20][CH2:21][CH2:22][O:23][c:30]3[c:29]4[n:28][c:27]([NH2:26])[cH:36][cH:35][c:34]4[cH:33][cH:32][cH:31]3)[n:17][c:18]12. Product: CC(CC(C)(C)C)Oc1cccc2ccc(NCCCOc3cccc4ccc(N)nc34)nc12. Starting materials: C1CCOC1, CC(CC(C)(C)C)Oc1cccc2ccc(NCCCO)nc12, N#N, Nc1ccc2cccc(O)c2n1. Starting materials: C(C)(=O)NC(C(C)=O)CC1=CC=CC=C1 (3-acetylamino-4-phenyl-2-butanone), Cl (HCl). The solvent is C(C)O (ethanol). Conditions: time 18 hour. Product: Cl.NC(C(C)=O)CC1=CC=CC=C1 (3-amino-4-phenyl-2-butanone hydrochloride). The yield is 81.0%. Reaction SMILES: C([NH:4][CH:5]([CH2:9][C:10]1[CH:15]=[CH:14][CH:13]=[CH:12][CH:11]=1)[C:6](=[O:8])[CH3:7])(=O)C.[ClH:16]>C(O)C>[ClH:16].[NH2:4][CH:5]([CH2:9][C:10]1[CH:15]=[CH:14][CH:13]=[CH:12][CH:11]=1)[C:6](=[O:8])[CH3:7] |f:3.4|. Procedure: A mixture of 3-acetylamino-4-phenyl-2-butanone (12.5 g), 6N HCl (50 ml) and ethanol (50 ml) was stirred under refluxing conditions for 18 hours. The reaction mixture was concentrated under reduced pressure to yield 3-amino-4-phenyl-2-butanone hydrochloride (9.8 g, 81%). Starting materials: OC1=CC=CC2=C1OC(=C2)C=2OC(=CN2)C (2-(7-hydroxybenzo(b)furan-2-yl)-5-methyloxazole), S(=O)(=O)(OC[C@@H]1CO1)C1=CC=C([N+](=O)[O-])C=C1 ((S)-glycidyl nosylate). Yields the product C([C@@H]1CO1)OC1=CC=CC2=C1OC(=C2)C=2OC(=CN2)C ((S)-7-glycidyloxy-2-(5-methyloxazol-2-yl)benzo(b)furan). Yield: 79.6%. RXN SMILES: [OH:1][C:2]1[C:7]2[O:8][C:9]([C:11]3[O:12][C:13]([CH3:16])=[CH:14][N:15]=3)=[CH:10][C:6]=2[CH:5]=[CH:4][CH:3]=1.S(C1C=CC([N+]([O-])=O)=CC=1)(O[CH2:21][C@H:22]1[O:24][CH2:23]1)(=O)=O>>[CH2:21]([O:1][C:2]1[C:7]2[O:8][C:9]([C:11]3[O:12][C:13]([CH3:16])=[CH:14][N:15]=3)=[CH:10][C:6]=2[CH:5]=[CH:4][CH:3]=1)[C@H:22]1[O:24][CH2:23]1. Reported procedure: By the reactions in the same manner as in Starting Material Synthesis Example 1 using 2-(7-hydroxybenzo(b)furan-2-yl)-5-methyloxazole (2.0 g) obtained in Starting Material Synthesis Example 65 and (S)-glycidyl nosylate (1.8 g), (S)-7-glycidyloxy-2-(5-methyloxazol-2-yl)benzo(b)furan (1.5 g) was obtained. Then, by the reactions in the same manner as in Example 1 using 4-(naphthalen-2-yl)piperidine (0.7 g), the title compound (0.26 g) was obtained, melting point 147–149° C. Starting materials: [H-].[Al+3].[Li+].[H-].[H-].[H-] (Lithium aluminium hydride), C(C1=CC=CC=C1)N1N=CC(=C1CCC)C(=O)OCC (ethyl 1-benzyl-5-propyl-1H-pyrazole-4-carboxylate), O.O.O.O.O.O.O.O.O.O.S(=O)(=O)([O-])[O-].[Na+].[Na+] (Sodium sulfate decahydrate), CCCCCC (hexane). Run in O1CCCC1 (tetrahydrofuran). Reaction conditions: time 1 hour. The product is C(C1=CC=CC=C1)N1N=CC(=C1CCC)CO ((1-benzyl-5-propyl-1H-pyrazol-4-yl)methanol). Isolated yield 95.8%. Reaction SMILES: [H-].[Al+3].[Li+].[H-].[H-].[H-].[CH2:7]([N:14]1[C:18]([CH2:19][CH2:20][CH3:21])=[C:17]([C:22](OCC)=[O:23])[CH:16]=[N:15]1)[C:8]1[CH:13]=[CH:12][CH:11]=[CH:10][CH:9]=1.O.O.O.O.O.O.O.O.O.O.S([O-])([O-])(=O)=O.[Na+].[Na+].CCCCCC>O1CCCC1>[CH2:7]([N:14]1[C:18]([CH2:19][CH2:20][CH3:21])=[C:17]([CH2:22][OH:23])[CH:16]=[N:15]1)[C:8]1[CH:9]=[CH:10][CH:11]=[CH:12][CH:13]=1 |f:0.1.2.3.4.5,7.8.9.10.11.12.13.14.15.16.17.18.19|. Procedure: Lithium aluminium hydride (2.58 g) was added to a solution of ethyl 1-benzyl-5-propyl-1H-pyrazole-4-carboxylate (18.50 g) in tetrahydrofuran (300 ml) at 0° C., and the mixture was stirred at room temperature for one hour. Sodium sulfate decahydrate (21.88 g) and hexane (100 ml) were added to the reaction mixture and the mixture was stirred at room temperature for 30 minutes. After the precipitate was removed by filtration, the filtrate was concentrated to obtain (1-benzyl-5-propyl-1H-pyrazol-4-y...